Dataset: the Open Reaction Database (ORD), a public repository of structured organic reaction records. Task: describe an organic reaction: reactants, conditions, products, and yield The reactants are COC1=C(C(=O)C2=C(C=C(C=C2C)C)C)C=C(C=C1)N1C=NC=C1 (2-methoxy-5-(1-imidazolyl)-2',4',6'-trimethylbenzophenone), [BH4-].[Na+] (sodium borohydride). Yield: 72.0%. Run in C(C)O (ethanol), O (water). Procedure: To a suspension of 4 g of 2-methoxy-5-(1-imidazolyl)-2',4',6'-trimethylbenzophenone in 20 ml of ethanol is added a solution of 0.9 g of sodium borohydride in 5 ml of water. After the whole mixture is stirred at 70°-75° C. for 1.5 hours, the reaction mixture is poured into ice-cold water. The crystals precipitated are filtered off and recrystallized from ethanol to give 2.9 g of α-(2,4,6-trimethylphenyl)-2-methoxy-5-(1-imidazolyl)benzenemethanol as white crystals, melting at 187°-188° C. Yields the product CC1=C(C(=CC(=C1)C)C)C(O)C1=C(C=CC(=C1)N1C=NC=C1)OC (α-(2,4,6-trimethylphenyl)-2-methoxy-5-(1-imidazolyl)benzenemethanol). Reaction SMILES: [CH3:1][O:2][C:3]1[CH:19]=[CH:18][C:17]([N:20]2[CH:24]=[CH:23][N:22]=[CH:21]2)=[CH:16][C:4]=1[C:5]([C:7]1[C:12]([CH3:13])=[CH:11][C:10]([CH3:14])=[CH:9][C:8]=1[CH3:15])=[O:6].[BH4-].[Na+]>C(O)C.O>[CH3:15][C:8]1[CH:9]=[C:10]([CH3:14])[CH:11]=[C:12]([CH3:13])[C:7]=1[CH:5]([C:4]1[CH:16]=[C:17]([N:20]2[CH:24]=[CH:23][N:22]=[CH:21]2)[CH:18]=[CH:19][C:3]=1[O:2][CH3:1])[OH:6] |f:1.2|. Reaction conditions: time 1.5 hour. Reactants: CNC(=S)C1=CC2(CCCCC2)OC2=C1C=C(C=C2)[N+](=O)[O-] (N-methyl-6-nitro-spiro[2H-1benzopyran-2,1'-cyclohexane]-4-carbothioamide), ICC (iodoethane), N#CN (cyanamide), [H-].[Na+] (sodium hydride), [H-].[Na+] (sodium hydride), Ice water. The solvent is O1CCCC1 (tetrahydrofuran). Conditions: time 2 hour. Product: C(#N)NC(=NC)C1=CC2(CCCCC2)OC2=C1C=C(C=C2)[N+](=O)[O-] (N-cyano-N'-methyl-6-nitrospiro[2H-1-benzopyran-2,1'-cyclohexane]-4-carboxamidine). The yield is 73.2%. RXN SMILES: [CH3:1][NH:2][C:3]([C:5]1[C:15]2[CH:16]=[C:17]([N+:20]([O-:22])=[O:21])[CH:18]=[CH:19][C:14]=2[O:13][C:7]2([CH2:12][CH2:11][CH2:10][CH2:9][CH2:8]2)[CH:6]=1)=S.ICC.[H-].[Na+].[N:28]#[C:29][NH2:30]>O1CCCC1>[C:29]([NH:30][C:3]([C:5]1[C:15]2[CH:16]=[C:17]([N+:20]([O-:22])=[O:21])[CH:18]=[CH:19][C:14]=2[O:13][C:7]2([CH2:8][CH2:9][CH2:10][CH2:11][CH2:12]2)[CH:6]=1)=[N:2][CH3:1])#[N:28] |f:2.3|. Procedure: To a mixture of 120 mg of N-methyl-6-nitro-spiro[2H-1benzopyran-2,1'-cyclohexane]-4-carbothioamide, 150 μl of iodoethane, and 3 ml of dried tetrahydrofuran was added 23 mg of sodium hydride (60%) with stirring and cooling with ice followed by refluxlng for 2 hours. After cooling to room temperature, 80 mg of cyanamide and 17 mg of sodium hydride (60%) were added thereto, followed by refluxing for 4 hours. Ice-water was added thereto, and the mixture was extracted with ethyl acetate. The organic ... The reactants are COCCOC, COc1ccc(CNc2ncc(Br)cc2-c2ncsc2-c2cccc(Cl)c2Cl)cc1, CC1(C)OB(c2cccnc2)OC1(C)C, [Na+], O=C([O-])O, O. Product: COc1ccc(CNc2ncc(-c3cccnc3)cc2-c2ncsc2-c2cccc(Cl)c2Cl)cc1. RXN SMILES: [CH2:51]([CH2:52][O:53][CH3:54])[O:55][CH3:56].[CH3:1][O:2][c:3]1[cH:4][cH:5][c:6]([CH2:7][NH:8][c:9]2[n:10][cH:11][c:12]([Br:28])[cH:13][c:14]2-[c:15]2[n:16][cH:17][s:18][c:19]2-[c:20]2[c:21]([Cl:27])[c:22]([Cl:26])[cH:23][cH:24][cH:25]2)[cH:29][cH:30]1.[CH3:36][C:37]1([CH3:38])[C:39]([CH3:40])([CH3:41])[O:42][B:43]([c:44]2[cH:45][n:46][cH:47][cH:48][cH:49]2)[O:50]1.[Na+:35].[O-:31][C:32]([OH:33])=[O:34].[OH2:57]>>[CH3:1][O:2][c:3]1[cH:4][cH:5][c:6]([CH2:7][NH:8][c:9]2[n:10][cH:11][c:12](-[c:44]3[cH:45][n:46][cH:47][cH:48][cH:49]3)[cH:13][c:14]2-[c:15]2[n:16][cH:17][s:18][c:19]2-[c:20]2[c:21]([Cl:27])[c:22]([Cl:26])[cH:23][cH:24][cH:25]2)[cH:29][cH:30]1. Reactants: C(C)(=O)NC(CC=1C(=C(N2C=CC=CC12)C(C)=O)CC)=O (N-acetyl-2-(3-acetyl-2-ethylindolizin-1-yl)acetamide), [H-].[Al+3].[Li+].[H-].[H-].[H-] (lithium aluminum hydride), [C@@H]([C@H](C(=O)[O-])O)(C(=O)[O-])O.[Na+].[K+] (Rochelle salt). Solvent: C(C)OCC (ethyl ether). Product: C(C)C=1C(=C2C=CC=CN2C1CC)CCNCC (N-[2-(2,3-diethylindolizin-1-yl)ethyl]-N-ethylamine). RXN SMILES: [C:1]([NH:4][C:5](=O)[CH2:6][C:7]1[C:8]([CH2:19][CH3:20])=[C:9]([C:16](=O)[CH3:17])[N:10]2[C:15]=1[CH:14]=[CH:13][CH:12]=[CH:11]2)(=O)[CH3:2].[H-].[Al+3].[Li+].[H-].[H-].[H-].[C@H](O)(C([O-])=O)[C@@H](O)C([O-])=O.[Na+].[K+]>C(OCC)C>[CH2:19]([C:8]1[C:7]([CH2:6][CH2:5][NH:4][CH2:1][CH3:2])=[C:15]2[N:10]([C:9]=1[CH2:16][CH3:17])[CH:11]=[CH:12][CH:13]=[CH:14]2)[CH3:20] |f:1.2.3.4.5.6,7.8.9|. Procedure details: N-acetyl-2-(3-acetyl-2-ethylindolizin-1-yl)acetamide (330 mg, 1.3 mmol) isolated in Example 5 was stirred in anhydrous ethyl ether (120 mL) to which lithium aluminum hydride (330 mg) was added. The reaction mixture was heated in a nitrogen atmosphere under reflux overnight. After cooling to room temperature, Rochelle salt was added with stirring until everything dissolved. The phases were separated and the aqueous phase was extracted with ether one time. Evaporation of the organic phase gave a r... Reported procedure: The title compound was prepared following the procedure described for Example-181 using 7-[(2,6-dichlorophenyl)amino]-2-methyl-8H-imidazo[4,5-e][1,3]benzoxazole-4-carboxylic acid (Intermediate-55, 0.050 g, 0.132 mmol), thionyl chloride (2.0 mL), 1-cyclohexylmethanamine (0.023 g, 0.138 mmol), THF (5.0 mL) and DIPEA (0.086 g, 0.663 mmol). The obtained product was further purified by column chromatography on neutral alumina eluting with 1.5-2.0% MeOH: DCM to afford 0.020 g of the desired product. 1... Yield: 32.1%. The reactants are ClC1=C(C(=CC=C1)Cl)NC1=NC=2C=C(C3=C(N=C(O3)C)C2N1)C(=O)O (7-[(2,6-dichlorophenyl)amino]-2-methyl-8H-imidazo[4,5-e][1,3]benzoxazole-4-carboxylic acid), CCN(C(C)C)C(C)C (DIPEA), S(=O)(Cl)Cl (thionyl chloride), C1(CCCCC1)CN (1-cyclohexylmethanamine). RXN SMILES: [Cl:1][C:2]1[CH:7]=[CH:6][CH:5]=[C:4]([Cl:8])[C:3]=1[NH:9][C:10]1[NH:22][C:21]2[C:16]3[N:17]=[C:18]([CH3:20])[O:19][C:15]=3[C:14]([C:23]([OH:25])=O)=[CH:13][C:12]=2[N:11]=1.S(Cl)(Cl)=O.[CH:30]1([CH2:36][NH2:37])[CH2:35][CH2:34][CH2:33][CH2:32][CH2:31]1.CCN(C(C)C)C(C)C>C1COCC1>[CH:30]1([CH2:36][NH:37][C:23]([C:14]2[C:15]3[O:19][C:18]([CH3:20])=[N:17][C:16]=3[C:21]3[NH:22][C:10]([NH:9][C:3]4[C:2]([Cl:1])=[CH:7][CH:6]=[CH:5][C:4]=4[Cl:8])=[N:11][C:12]=3[CH:13]=2)=[O:25])[CH2:35][CH2:34][CH2:33][CH2:32][CH2:31]1. Run in C1CCOC1 (THF). The product is C1(CCCCC1)CNC(=O)C1=CC2=C(C=3N=C(OC31)C)NC(=N2)NC2=C(C=CC=C2Cl)Cl (N-(Cyclohexylmethyl)-7-[(2,6-dichlorophenyl)amino]-2-methyl-8H-imidazo[4,5-e][1,3]benzoxazole-4-carboxamide). Reactants: Nc1cccc(Br)c1, CCO, [Na+], [Na+], O=C([O-])[O-], O, Cc1ccccc1, c1ccc(P(c2ccccc2)(c2ccccc2)[Pd](P(c2ccccc2)(c2ccccc2)c2ccccc2)(P(c2ccccc2)(c2ccccc2)c2ccccc2)P(c2ccccc2)(c2ccccc2)c2ccccc2)cc1, OB(O)c1cccnc1. Yields the product Nc1cccc(-c2cccnc2)c1. Reaction SMILES: [Br:1][c:2]1[cH:3][c:4]([NH2:5])[cH:6][cH:7][cH:8]1.[CH2:16]([OH:17])[CH3:18].[Na+:28].[Na+:29].[O-:30][C:31](=[O:32])[O-:33].[OH2:34].[c:9]1([CH3:10])[cH:11][cH:12][cH:13][cH:14][cH:15]1.[cH:35]1[cH:36][cH:37][c:38]([P:39]([Pd:40]([P:41]([c:42]2[cH:43][cH:44][cH:45][cH:46][cH:47]2)([c:48]2[cH:49][cH:50][cH:51][cH:52][cH:53]2)[c:54]2[cH:55][cH:56][cH:57][cH:58][cH:59]2)([P:60]([c:61]2[cH:62][cH:63][cH:64][cH:65][cH:66]2)([c:67]2[cH:68][cH:69][cH:70][cH:71][cH:72]2)[c:73]2[cH:74][cH:75][cH:76][cH:77][cH:78]2)[P:79]([c:80]2[cH:81][cH:82][cH:83][cH:84][cH:85]2)([c:86]2[cH:87][cH:88][cH:89][cH:90][cH:91]2)[c:92]2[cH:93][cH:94][cH:95][cH:96][cH:97]2)([c:98]2[cH:99][cH:100][cH:101][cH:102][cH:103]2)[c:104]2[cH:105][cH:106][cH:107][cH:108][cH:109]2)[cH:110][cH:111]1.[n:19]1[cH:20][c:21]([B:25]([OH:26])[OH:27])[cH:22][cH:23][cH:24]1>>[c:2]1(-[c:21]2[cH:20][n:19][cH:24][cH:23][cH:22]2)[cH:3][c:4]([NH2:5])[cH:6][cH:7][cH:8]1. The reactants are C1(=CC=CC=C1)C(N1C(C(C2=CC=CC=C12)C1=C(C=CC2=NON=C21)O)=O)C2=CC=CC=C2 (1-(diphenylmethyl)-3-(5-hydroxy-2,1,3-benzoxadiazol-4-yl)-1,3-dihydro-2H-indol-2-one), C1(=CC=CC=C1)C(N1C(C(C2=CC=CC=C12)C1=C(C=C(C(=C1)C)OC)O)=O)C1=CC=CC=C1 (1-(diphenylmethyl)-3-(2-hydroxy-4-methoxy-5-methylphenyl)-1,3-dihydro-2H-indol-2-one). Product: C1(=CC=CC=C1)C(N1C(C2(C3=CC=CC=C13)COC=1C=CC=3C(=NON3)C12)=O)C1=CC=CC=C1 (1′-(diphenylmethyl)spiro[furo[3,2-e][2,1,3]benzoxadiazole-8,3′-indol]-2′(1′H)-one). Reaction SMILES: [C:1]1([CH:7]([C:28]2[CH:33]=[CH:32][CH:31]=[CH:30][CH:29]=2)[N:8]2[C:16]3[C:11](=[CH:12][CH:13]=[CH:14][CH:15]=3)[CH:10]([C:17]3[C:25]4[C:21](=[N:22][O:23][N:24]=4)[CH:20]=[CH:19][C:18]=3[OH:26])[C:9]2=[O:27])[CH:6]=[CH:5][CH:4]=[CH:3][CH:2]=1.[C:34]1(C(C2C=CC=CC=2)N2C3C(=CC=CC=3)C(C3C=C(C)C(OC)=CC=3O)C2=O)C=CC=CC=1>>[C:1]1([CH:7]([C:28]2[CH:33]=[CH:32][CH:31]=[CH:30][CH:29]=2)[N:8]2[C:16]3[C:11](=[CH:12][CH:13]=[CH:14][CH:15]=3)[C:10]3([C:17]4[C:25]5=[N:24][O:23][N:22]=[C:21]5[CH:20]=[CH:19][C:18]=4[O:26][CH2:34]3)[C:9]2=[O:27])[CH:2]=[CH:3][CH:4]=[CH:5][CH:6]=1. Procedure: Following the procedure as described in EXAMPLE 2 and making non-critical variations using 1-(diphenylmethyl)-3-(5-hydroxy-2,1,3-benzoxadiazol-4-yl)-1,3-dihydro-2H-indol-2-one to replace 1-(diphenylmethyl)-3-(2-hydroxy-4-methoxy-5-methylphenyl)-1,3-dihydro-2H-indol-2-one, 1′-(diphenylmethyl)spiro[furo[3,2-e][2,1,3]benzoxadiazole-8,3′-indol]-2′(1′H)-one was obtained (50%) as a colorless solid: 1H NMR (300 MHz, CDCl3) δ7.82 (d, J=9.6 Hz, 1H), 7.58-6.92 (m, 15H), 6.55 (d, J=7.8 Hz, 1H), 5.25 (d, J=... The reactants are CCOC(=O)c1ccc(C#N)[nH]1, CCO, [Na+], [OH-]. The product is N#Cc1ccc(C(=O)O)[nH]1. Reaction SMILES: [CH2:1]([CH3:2])[O:3][C:4](=[O:5])[c:6]1[nH:7][c:8]([C:11]#[N:12])[cH:9][cH:10]1.[CH3:15][CH2:16][OH:17].[Na+:14].[OH-:13]>>[O:3]=[C:4]([OH:5])[c:6]1[nH:7][c:8]([C:11]#[N:12])[cH:9][cH:10]1.